Task: describe an organic reaction: reactants, conditions, products, and yield. Dataset: the Open Reaction Database (ORD), a public repository of structured organic reaction records The reactants are CC(C)=O, OCCC(F)=C(F)F, O. Yields the product O=C(O)CC(F)=C(F)F. As a reaction SMILES: [CH3:10][C:11](=[O:12])[CH3:13].[F:2][C:3]([CH2:4][CH2:5][OH:6])=[C:7]([F:8])[F:9].[OH2:1]>>[OH:1][C:5]([CH2:4][C:3]([F:2])=[C:7]([F:8])[F:9])=[O:6]. Reactants: [K] (potassium), C(C)(C)OC1=CC=C(C=C1)O (4-isopropoxyphenol), BrCCCCCCBr (1,6-dibromohexane). Product: C(C)(C)OC1=CC=C(OCCCCCCBr)C=C1 (6-(4-isopropoxyphenoxy)hexyl bromide). Reaction SMILES: [K].[CH:2]([O:5][C:6]1[CH:11]=[CH:10][C:9]([OH:12])=[CH:8][CH:7]=1)([CH3:4])[CH3:3].[Br:13][CH2:14][CH2:15][CH2:16][CH2:17][CH2:18][CH2:19]Br>>[CH:2]([O:5][C:6]1[CH:11]=[CH:10][C:9]([O:12][CH2:19][CH2:18][CH2:17][CH2:16][CH2:15][CH2:14][Br:13])=[CH:8][CH:7]=1)([CH3:4])[CH3:3] |^1:0|. Procedure details: The intermediate 6-(4-isopropoxyphenoxy)hexyl bromide was prepared from the potassium salt of 4-isopropoxyphenol and 1,6-dibromohexane. Reagents/catalysts: [B-](F)(F)(F)F.CN(C)C(=[N+](C)C)ON1C(=O)C2C3CC(C2C1=O)C=C3 (TNTU), CCN(C(C)C)C(C)C (DIPEA). Run at temperature 25 celsius, time 2 hour. Run in CN(C)C=O (DMF), CN(C)C=O (DMF), CN(C)C=O (DMF), CN(C)C=O (DMF), CN(C)C=O (DMF), CN(C)C=O (DMF). The product is CON(C)C(=O)c1ccc(F)cn1. Isolated yield 41.7%. The reactants are O=C(O)c1ccc(F)cn1, CNOC. Reaction SMILES: CNOC.O=C(O)c1ccc(F)cn1.[B-](F)(F)(F)F.CN(C)C(=[N+](C)C)ON1C(=O)C2C3CC(C2C1=O)C=C3.CCN(C(C)C)C(C)C.CN(C)C=O>>CON(C)C(=O)c1ccc(F)cn1.